This data is from the Open Reaction Database (ORD), a public repository of structured organic reaction records. The task is: describe an organic reaction: reactants, conditions, products, and yield The reactants are O1CCNCC2=C1C=CC(=C2)NC(=N)C=2SC=CC2 (N-(2,3,4,5-tetrahydro-1,4-benzoxazepin-7-yl)-2-thiophenecarboximidamide), C([O-])([O-])=O.[K+].[K+] (potassium carbonate), BrCCC (1-bromopropane), CN(C)C=O (DMF), [I-].[Na+] (sodium iodide). Reaction conditions: time 48 hour. Product: C(\C=C\C(=O)O)(=O)O.C(CC)N1CCOC2=C(C1)C=C(C=C2)NC(=N)C=2SC=CC2.C(CC)N2CCOC1=C(C2)C=C(C=C1)NC(=N)C=1SC=CC1 (N-(4-Propyl-2,3,4,5-tetrahydro-1,4-benzoxazepin-7-yl)-2-thiophenecarboximidamide hemifumarate). RXN SMILES: [O:1]1[C:7]2[CH:8]=[CH:9][C:10]([NH:12][C:13]([C:15]3[S:16][CH:17]=[CH:18][CH:19]=3)=[NH:14])=[CH:11][C:6]=2[CH2:5][NH:4][CH2:3][CH2:2]1.[C:20](=[O:23])([O-:22])[O-].[K+].[K+].Br[CH2:27][CH2:28][CH3:29].[I-].[Na+].CN(C=[O:36])C>>[C:7]([OH:36])(=[O:1])/[CH:6]=[CH:11]/[C:20]([OH:22])=[O:23].[CH2:27]([N:4]1[CH2:5][C:6]2[CH:11]=[C:10]([NH:12][C:13]([C:15]3[S:16][CH:17]=[CH:18][CH:19]=3)=[NH:14])[CH:9]=[CH:8][C:7]=2[O:1][CH2:2][CH2:3]1)[CH2:28][CH3:29].[CH2:27]([N:4]1[CH2:5][C:6]2[CH:11]=[C:10]([NH:12][C:13]([C:15]3[S:16][CH:17]=[CH:18][CH:19]=3)=[NH:14])[CH:9]=[CH:8][C:7]=2[O:1][CH2:2][CH2:3]1)[CH2:28][CH3:29] |f:1.2.3,5.6,8.9.10|. Reported procedure: To N-(2,3,4,5-tetrahydro-1,4-benzoxazepin-7-yl)-2-thiophenecarboximidamide (1.57 g, 6 mmol) in DMF (75 ml) was added potassium carbonate (9 g) and 1-bromopropane (1.48 g, 12 mmol) and a catalytic amount of sodium iodide. The mixture was stirred for 48 h and was then filtered. The solids were dissolved in water (50 ml) and extracted with methylene chloride (3×50 ml). The combined extracts were dried with magnesium sulfate, filtered and concentrated to a solid. The solids were recrystallized from ... Reactants: C1CCOC1, COC(=O)c1cc(=O)[nH]o1, Cc1onc(-c2ccccn2)c1CO, CCOC(=O)N=NC(=O)OCC, c1ccc(P(c2ccccc2)c2ccccc2)cc1. Yields the product COC(=O)c1cc(OCc2c(-c3ccccn3)noc2C)no1. RXN SMILES: [CH2:56]1[O:57][CH2:58][CH2:59][CH2:60]1.[CH3:15][O:16][C:17](=[O:18])[c:19]1[cH:20][c:21](=[O:24])[nH:22][o:23]1.[CH3:1][c:2]1[c:3]([CH2:13][OH:14])[c:4](-[c:7]2[n:8][cH:9][cH:10][cH:11][cH:12]2)[n:5][o:6]1.[O:44]=[C:45]([O:46][CH2:47][CH3:48])[N:49]=[N:50][C:51]([O:52][CH2:53][CH3:54])=[O:55].[c:25]1([P:26]([c:27]2[cH:28][cH:29][cH:30][cH:31][cH:32]2)[c:33]2[cH:34][cH:35][cH:36][cH:37][cH:38]2)[cH:39][cH:40][cH:41][cH:42][cH:43]1>>[CH3:1][c:2]1[c:3]([CH2:13][O:14][c:21]2[cH:20][c:19]([C:17]([O:16][CH3:15])=[O:18])[o:23][n:22]2)[c:4](-[c:7]2[n:8][cH:9][cH:10][cH:11][cH:12]2)[n:5][o:6]1. The reactants are C(C1=CC(OC)=C(OC)C=C1)N (veratrylamine), C1CCS(=O)(=O)OC1 (1,4-butane sultone). Solvent: O1CCOCC1 (1,4-dioxane). The product is COC=1C=C(CNC(CCS(=O)(=O)O)C)C=CC1OC (3-[(3,4-dimethoxybenzyl)amino]-1-butanesulfonic acid). The yield is 18.0%. Reaction SMILES: [CH2:1]([NH2:12])[C:2]1[CH:11]=[CH:10][C:7]([O:8][CH3:9])=[C:4]([O:5][CH3:6])[CH:3]=1.[CH2:13]1[CH2:20][O:19][S:16](=[O:18])(=[O:17])[CH2:15][CH2:14]1>O1CCOCC1>[CH3:6][O:5][C:4]1[CH:3]=[C:2]([CH:11]=[CH:10][C:7]=1[O:8][CH3:9])[CH2:1][NH:12][CH:13]([CH3:20])[CH2:14][CH2:15][S:16]([OH:19])(=[O:18])=[O:17]. Procedure details: To a solution of veratrylamine (1.50 g, 9.0 mmol) in 1,4-dioxane (8 mL) was added 1,4-butane sultone (1.21 g, 8.5 mmol) at room temperature. The mixture was then heated at reflux for 2 hours. The reaction was cooled to room temperature. The solid was collected by filtration, washed with acetone (2×25 mL) and dried on pump. Yield: 18%. 1H NMR (D2O, 500 MHz) δ 6.96 (m, 3H), 4.04 (s, 2H), 3.74 (m, 6H), 2.95 (t, 2H, J=6.8 Hz), 2.80 (t, 2H, J=7.3 Hz), 1.68, (m, 4H). 13C (D2O, 125 MHz) δ ppm 149.19, 1... Reactants: C(\C=C(/C)\CCC=C(C)C)Cl (geranyl chloride), COC(=O)CC(CC\C=C(\CCC=C(C)C)/C)C1OC1 ((E)-6,10-dimethyl-2-oxiranylundeca-5,9-dienecarboxylic acid methyl ester), solution, C(C=C)[Mg]Cl (allylmagnesium chloride), [NH4+].[Cl-] (NH4Cl). Run in C1CCOC1.CN(C)P(=O)(N(C)C)N(C)C (THF HMPT), CCOCC (ether). Reaction conditions: time 15 hour. Product: C\C(=C/CCC=C)\CCC=C(C)C ((E)-6,10-dimethyl-undeca-1,5,9-triene). The yield is 78.0%. RXN SMILES: COC([CH2:5][CH:6](C1CO1)[CH2:7][CH2:8]/[CH:9]=[C:10](\[CH3:17])/[CH2:11][CH2:12][CH:13]=[C:14]([CH3:16])[CH3:15])=O.C([Mg]Cl)C=C.C(Cl)/C=C(/CCC=C(C)C)\C.[NH4+].[Cl-]>CCOCC.C1COCC1.CN(P(N(C)C)(N(C)C)=O)C>[CH3:17]/[C:10](/[CH2:11][CH2:12][CH:13]=[C:14]([CH3:16])[CH3:15])=[CH:9]\[CH2:8][CH2:7][CH:6]=[CH2:5] |f:3.4,6.7|. Procedure details: For the synthesis of the (E)-6,10-dimethyl-2-oxiranylundeca-5,9-dienecarboxylic acid methyl ester, 27.00 ml (54.00 mmol) of a 2 M solution of allylmagnesium chloride in ether is added dropwise within 30 minutes to a solution of 1.10 g (6.40 mmol) of geranyl chloride in 50 ml of THF/HMPT (v/v=1/1). The resulting mixture is stirred at room temperature for 15 hours, and then 20 ml of saturated aqueous NH4Cl solution is added. The organic phase is separated off, and the aqueous phase is extracted fo... Reactants: CN(C(=O)C1CN2CCC1CC2)OC ((±) 3-(N-Methyl-N-methoxyaminocarbonyl)-1-azabicyclo[2.2.2]octane), Cl (Hydrochloric acid), [H-].C(C(C)C)[Al+]CC(C)C (Diisobutylaluminium hydride), solution, C([O-])([O-])=O.[K+].[K+] (potassium carbonate). Solvent: C1(=CC=CC=C1)C (toluene), C1(=CC=CC=C1)C (toluene). Run at temperature -70 celsius. The product is C(=O)C1CN2CCC1CC2 ((±) 3-Formyl-1-azabicyclo[2.2.2]octane), oil. The yield is 85.0%. As a reaction SMILES: CN(OC)[C:3]([CH:5]1[CH:10]2[CH2:11][CH2:12][N:7]([CH2:8][CH2:9]2)[CH2:6]1)=[O:4].[H-].C([Al+]CC(C)C)C(C)C.Cl.C(=O)([O-])[O-].[K+].[K+]>C1(C)C=CC=CC=1>[CH:3]([CH:5]1[CH:10]2[CH2:11][CH2:12][N:7]([CH2:8][CH2:9]2)[CH2:6]1)=[O:4] |f:1.2,4.5.6|. Reported procedure: (±) 3-(N-Methyl-N-methoxyaminocarbonyl)-1-azabicyclo[2.2.2]octane (D31) (6.0g, 0.03 moles) was dissolved in dry toluene (250ml) and cooled to -70° C. under a nitrogen atmosphere. Diisobutylaluminium hydride (1.5M solution in toluene (45ml, 0.068 moles) was added dropwise. The reaction was then allowed to warm to room temperature over a period of 2h. Hydrochloric acid (2N, 300ml) was added rapidly with vigorous stirring. The aqueous layer was saturated with potassium carbonate and the mixture ext... The reactants are FC(OC1=NC(=C(C=C1C)[N+](=O)[O-])C)F (2-(difluoromethoxy)-3,6-dimethyl-5-nitropyridine), C(C)O (ethanol). The reagents and catalysts are [Pd] (palladium on charcoal), [Pd] (palladium on charcoal), [Pd] (Pd/C). Solvent: C(Cl)Cl (methylene chloride). Run at time 1 hour. Product: FC(OC1=C(C=C(C(=N1)C)N)C)F (6-(difluoromethoxy)-2,5-dimethylpyridin-3-amine). Isolated yield 89.3%. RXN SMILES: [F:1][CH:2]([F:15])[O:3][C:4]1[C:9]([CH3:10])=[CH:8][C:7]([N+:11]([O-])=O)=[C:6]([CH3:14])[N:5]=1.C(O)C>C(Cl)Cl.[Pd]>[F:15][CH:2]([F:1])[O:3][C:4]1[N:5]=[C:6]([CH3:14])[C:7]([NH2:11])=[CH:8][C:9]=1[CH3:10]. Procedure details: To a solution of 2-(difluoromethoxy)-3,6-dimethyl-5-nitropyridine (33.4 g, 153 mmol) from Part F in methylene chloride (100 mL) and ethanol (600 mL) was added 10% palladium on charcoal (3.3 g). The resulting suspension was hydrogenated on a Parr device at 40 psi H2 for 1 h. TLC was used to monitor the reaction. Additional 3.3 g of palladium on charcoal were added hourly until no starting material remained. A total of 13.2 g of Pd/C was added. The reaction mixture was kept under an H2 atmosphere ... The reactants are C(C1=CC=CC=C1)(=O)Cl (benzoyl chloride), [N+]1(=CC=CC2=CC=CC=C12)[O-] (quinoline-N-oxide), N1C=CC2=CC=CC=C12 (indole). The solvent is C(Cl)Cl (DCM). Conditions: temperature 0 celsius, time 15 minute. Yields the product N1C=C(C2=CC=CC=C12)C1=NC2=CC=CC=C2C=C1 (2-(3-indolyl)quinoline). Yield: 6.0%. RXN SMILES: [N+:1]1([O-])[C:10]2[C:5](=[CH:6][CH:7]=[CH:8][CH:9]=2)[CH:4]=[CH:3][CH:2]=1.C(Cl)(=O)C1C=CC=CC=1.[NH:21]1[C:29]2[C:24](=[CH:25][CH:26]=[CH:27][CH:28]=2)[CH:23]=[CH:22]1>C(Cl)Cl>[NH:21]1[C:29]2[C:24](=[CH:25][CH:26]=[CH:27][CH:28]=2)[C:23]([C:2]2[CH:3]=[CH:4][C:5]3[C:10](=[CH:9][CH:8]=[CH:7][CH:6]=3)[N:1]=2)=[CH:22]1. Reported procedure: To a solution of quinoline-N-oxide (0.5 mmol) in 2 mL DCM at 0° C. in a 3 mL plastic tube fitted with a frit was added 58 uL of benzoyl chloride (0.5 mmol). The reaction mixture was stirred for 15 min at 0° C. and then indole (0.5 mmol) was added. The reaction was warmed to 20 ° C. and stirred for 4 h. The solid precipitate was filtered and washed with DCM (3×2 mL) to give solid 2-(3-indolyl)quinoline (6-100% yield). Solvent: CO (methanol). Yields the product [N+](=O)([O-])CC(O)C1=[N+](C2=CC=CC=C2[N+](=C1)[O-])[O-] (2-(2-nitro-1-hydroxyethyl)quinoxaline-1,4-dioxide). As a reaction SMILES: O.[CH:2]([C:4]1[CH:13]=[N+:12]([O-:14])[C:11]2[C:6](=[CH:7][CH:8]=[CH:9][CH:10]=2)[N+:5]=1[O-:15])=[O:3].[N+:16]([CH3:19])([O-:18])=[O:17]>CO.C(N(CC)CC)C>[N+:16]([CH2:19][CH:2]([C:4]1[CH:13]=[N+:12]([O-:14])[C:11]2[C:6](=[CH:7][CH:8]=[CH:9][CH:10]=2)[N+:5]=1[O-:15])[OH:3])([O-:18])=[O:17] |f:0.1|. Reagents/catalysts: C(C)N(CC)CC (triethylamine). Starting materials: O.C(=O)C1=[N+](C2=CC=CC=C2[N+](=C1)[O-])[O-] (2-Formylquinoxaline-1,4-dioxide hydrate), [N+](=O)([O-])C (nitromethane). Reported procedure: 2-Formylquinoxaline-1,4-dioxide hydrate, 2 g (0.01 mole) was dissolved in 100 ml of warm methanol. Ten drops of triethylamine were added with stirring and 1 g (0.016 mole) of nitromethane was added. The heat source was removed and the reaction mixture was allowed to cool to room temperature. The methanol was removed by evaporation and the residue was recrystallized from water. There was obtained 2-(2-nitro-1-hydroxyethyl)quinoxaline-1,4-dioxide. It was designated P-2231 for convenience.